From a dataset of the Open Reaction Database (ORD), a public repository of structured organic reaction records. describe an organic reaction: reactants, conditions, products, and yield Starting materials: CC(=O)OC(C)=O, Nc1ccc(F)c(F)c1, O. Yields the product CC(=O)Nc1ccc(F)c(F)c1. As a reaction SMILES: [CH3:10][C:11](=[O:12])[O:13][C:14](=[O:15])[CH3:16].[F:1][c:2]1[cH:3][c:4]([NH2:5])[cH:6][cH:7][c:8]1[F:9].[OH2:17]>>[F:1][c:2]1[cH:3][c:4]([NH:5][C:11]([CH3:10])=[O:12])[cH:6][cH:7][c:8]1[F:9]. Starting materials: O=C(O)c1cccc(Cl)c1Cl, [Hg], O=S(Cl)Cl. Yields the product O=C(Cl)c1cccc(Cl)c1Cl. As a reaction SMILES: [Cl:1][c:2]1[c:3]([C:4](=[O:5])[OH:6])[cH:7][cH:8][cH:9][c:10]1[Cl:11].[Hg:16].[S:12]([Cl:13])([Cl:14])=[O:15]>>[Cl:1][c:2]1[c:3]([C:4](=[O:5])[Cl:14])[cH:7][cH:8][cH:9][c:10]1[Cl:11]. Reactants: O=C1C(O)=C(O)[C@H](O1)[C@@H](O)CO (L-ascorbic acid), C([C@@H]([C@H]([C@@H](C(=O)C(=O)O)O)O)O)O (2-keto-L-gulonic acid). Yields the product O=C[C@H](O)[C@@H](O)[C@H](O)[C@H](O)CO (glucose). RXN SMILES: [O:1]=[C:2]1[O:8][C@H:7]([C@H:9]([CH2:11][OH:12])[OH:10])[C:5]([OH:6])=[C:3]1[OH:4].C(O)[C@H](O)[C@@H](O)[C@H](O)C(C(O)=O)=O>>[O:1]=[CH:2][C@@H:3]([C@H:5]([C@@H:7]([C@@H:9]([CH2:11][OH:12])[OH:10])[OH:8])[OH:6])[OH:4]. Procedure: This example describes results using a plug flow reactor for preparation of L-ascorbic acid from 2-keto-L-gulonic acid. A solution of 2-KLG was obtained by fermentation of glucose using genetically modified Pantoea citrea followed by partial purification via microfiltration, electrodialysis, and subsequent crystallization which provides the monohydrate of 2-keto-L-gulonic acid. An aqueous solution of 2-KLG was prepared from this material by dissolving 110 g the monohydrate obtained above in 890 ... The reactants are O=C([O-])[O-], CC(C)CNC(C#N)c1cccc(Oc2ccccc2)c1, COS(=O)(=O)OC, CC(C)=O, [K+], [K+]. Yields the product CC(C)CN(C)C(C#N)c1cccc(Oc2ccccc2)c1. As a reaction SMILES: [C:29](=[O:30])([O-:31])[O-:32].[CH2:1]([CH:2]([CH3:3])[CH3:4])[NH:5][CH:6]([C:7]#[N:8])[c:9]1[cH:10][c:11]([O:15][c:16]2[cH:17][cH:18][cH:19][cH:20][cH:21]2)[cH:12][cH:13][cH:14]1.[CH3:22][O:23][S:24]([O:25][CH3:26])(=[O:27])=[O:28].[CH3:35][C:36](=[O:37])[CH3:38].[K+:33].[K+:34]>>[CH2:1]([CH:2]([CH3:3])[CH3:4])[N:5]([CH:6]([C:7]#[N:8])[c:9]1[cH:10][c:11]([O:15][c:16]2[cH:17][cH:18][cH:19][cH:20][cH:21]2)[cH:12][cH:13][cH:14]1)[CH3:22]. Starting materials: ClCCl, COC(=O)C=P(c1ccccc1)(c1ccccc1)c1ccccc1, O=Cc1ccccn1. The product is COC(=O)C=Cc1ccccn1. RXN SMILES: [Cl:33][CH2:34][Cl:35].[c:1]1([P:2]([c:3]2[cH:4][cH:5][cH:6][cH:7][cH:8]2)([c:9]2[cH:10][cH:11][cH:12][cH:13][cH:14]2)=[CH:20][C:21](=[O:22])[O:23][CH3:24])[cH:15][cH:16][cH:17][cH:18][cH:19]1.[n:25]1[c:26]([CH:31]=[O:32])[cH:27][cH:28][cH:29][cH:30]1>>[CH:20]([C:21](=[O:22])[O:23][CH3:24])=[CH:31][c:26]1[n:25][cH:30][cH:29][cH:28][cH:27]1.